This data is from the Open Reaction Database (ORD), a public repository of structured organic reaction records. The task is: describe an organic reaction: reactants, conditions, products, and yield Reactants: C(C=C)C(C(CC(=O)O)O)CCCC (4-Allyl-3-hydroxyoctanoic acid), OC(CC(=O)OC)(C(CC=C)C)C (methyl 3-hydroxy-3,4-dimethyl-6-heptenoate). The product is OC(CC(=O)O)(C(CC=C)C)C (3-Hydroxy-3,4-dimethyl-6-heptenoic acid). RXN SMILES: C(C(CCCC)C(O)CC(O)=O)C=C.[OH:15][C:16]([CH3:27])([CH:22]([CH3:26])[CH2:23][CH:24]=[CH2:25])[CH2:17][C:18]([O:20]C)=[O:19]>>[OH:15][C:16]([CH3:27])([CH:22]([CH3:26])[CH2:23][CH:24]=[CH2:25])[CH2:17][C:18]([OH:20])=[O:19]. Reported procedure: The compound of interest (10.1 g) was obtained as an oil substance in the same way as in paragraph (10-b) using methyl 3-hydroxy-3,4-dimethyl-6-heptenoate (11.7 g, 63 mmol). This compound was used in the next reaction without being purified.